Dataset: the Open Reaction Database (ORD), a public repository of structured organic reaction records. Task: describe an organic reaction: reactants, conditions, products, and yield The reactants are CO, COc1cccc(CC2CCCC2)c1O, O=S(=O)(O)O. Product: COc1cccc2c1OC1(CCCC1)C2. RXN SMILES: [CH3:16][OH:17].[CH:1]1([CH2:6][c:7]2[c:8]([OH:15])[c:9]([O:13][CH3:14])[cH:10][cH:11][cH:12]2)[CH2:2][CH2:3][CH2:4][CH2:5]1.[S:18](=[O:19])(=[O:20])([OH:21])[OH:22]>>[C:1]12([CH2:2][CH2:3][CH2:4][CH2:5]1)[CH2:6][c:7]1[c:8]([c:9]([O:13][CH3:14])[cH:10][cH:11][cH:12]1)[O:15]2. Starting materials: CCOC(=O)C(F)(F)C(O)C(Cc1ccccc1)NC(=O)OC(C)(C)C, C1COCCO1, Cl. Yields the product Cl, CCOC(=O)C(F)(F)C(O)C(N)Cc1ccccc1. RXN SMILES: [C:1]([O:2][C:3](=[O:4])[NH:8][CH:9]([CH:10]([C:11]([C:12](=[O:13])[O:14][CH2:15][CH3:16])([F:17])[F:18])[OH:19])[CH2:20][c:21]1[cH:22][cH:23][cH:24][cH:25][cH:26]1)([CH3:5])([CH3:6])[CH3:7].[CH2:28]1[O:29][CH2:30][CH2:31][O:32][CH2:33]1.[ClH:27]>>[ClH:27].[NH2:8][CH:9]([CH:10]([C:11]([C:12](=[O:13])[O:14][CH2:15][CH3:16])([F:17])[F:18])[OH:19])[CH2:20][c:21]1[cH:22][cH:23][cH:24][cH:25][cH:26]1.